Dataset: the Open Reaction Database (ORD), a public repository of structured organic reaction records. Task: describe an organic reaction: reactants, conditions, products, and yield The reactants are CC1S[C@H]2N(C(=C1)C(=O)OCC(Cl)(Cl)Cl)C(C2NC(COC=2SC(=NN2)C)=O)=O (2,2,2-trichloroethyl 2-methyl-7-[2-(5-methyl-1,3,4-thiadiazol-2-yloxy)acetamido]-3-cephem-4-carboxylate), C(C)(=O)O (Acetic acid). The reagents and catalysts are [Zn] (zinc), [Zn] (zinc). The solvent is CN(C=O)C (dimethylformamide). Run at time 1.5 hour. The product is CC1S[C@H]2N(C(=C1)C(=O)O)C(C2NC(COC=2SC(=NN2)C)=O)=O (2-methyl-7-[2-(5 -methyl-1,3,4-thiadiazol-2-yloxy)acetamido]-3-cephem-4-carboxylic acid). Yield: 41.1%. As a reaction SMILES: C(O)(=O)C.[CH3:5][CH:6]1[CH:11]=[C:10]([C:12]([O:14]CC(Cl)(Cl)Cl)=[O:13])[N:9]2[C:20](=[O:33])[CH:21]([NH:22][C:23](=[O:32])[CH2:24][O:25][C:26]3[S:27][C:28]([CH3:31])=[N:29][N:30]=3)[C@H:8]2[S:7]1>CN(C)C=O.[Zn]>[CH3:5][CH:6]1[CH:11]=[C:10]([C:12]([OH:14])=[O:13])[N:9]2[C:20](=[O:33])[CH:21]([NH:22][C:23](=[O:32])[CH2:24][O:25][C:26]3[S:27][C:28]([CH3:31])=[N:29][N:30]=3)[C@H:8]2[S:7]1. Procedure: Acetic acid (8 ml) and zinc powder (6 g) were added under ice-cooling to a solution of 2,2,2-trichloroethyl 2-methyl-7-[2-(5-methyl-1,3,4-thiadiazol-2-yloxy)acetamido]-3-cephem-4-carboxylate (6.60 g) in anhydrous dimethylformamide (40 ml), and the mixture was stirred for 1.5 hours. After the reaction, zinc powder was filtered and washed with dimethylformamide. The filtrate and the washings were combined, and the combined solution was poured into an ice-cooled mixture of ethyl acetate and 2 to 3%... Reactants: BrC(Br)(Br)Br, ClCCl, CC(C)(C)OC(=O)N1CCOC(CO)C1, c1ccc(P(c2ccccc2)c2ccccc2)cc1. Product: CC(C)(C)OC(=O)N1CCOC(CBr)C1. As a reaction SMILES: [C:16]([Br:17])([Br:18])([Br:19])[Br:20].[CH2:40]([Cl:41])[Cl:42].[OH:1][CH2:2][CH:3]1[O:4][CH2:5][CH2:6][N:7]([C:9](=[O:10])[O:11][C:12]([CH3:13])([CH3:14])[CH3:15])[CH2:8]1.[c:21]1([P:22]([c:23]2[cH:24][cH:25][cH:26][cH:27][cH:28]2)[c:29]2[cH:30][cH:31][cH:32][cH:33][cH:34]2)[cH:35][cH:36][cH:37][cH:38][cH:39]1>>[CH2:2]([CH:3]1[O:4][CH2:5][CH2:6][N:7]([C:9](=[O:10])[O:11][C:12]([CH3:13])([CH3:14])[CH3:15])[CH2:8]1)[Br:17].